describe an organic reaction: reactants, conditions, products, and yield From a dataset of the Open Reaction Database (ORD), a public repository of structured organic reaction records. The reactants are [Br-], C1CCOC1, [Mg+]C1CC1, BrC1CC1, [Mg], COc1ccc(-n2nc(C(=O)N(C)OC)cc2-c2ccc(CCNC(N)=O)cc2)cc1. Yields the product COc1ccc(-n2nc(C(=O)C3CC3)cc2-c2ccc(CCNC(N)=O)cc2)cc1. Reaction SMILES: [Br-:1].[CH2:42]1[O:43][CH2:44][CH2:45][CH2:46]1.[CH:2]1([Mg+:5])[CH2:3][CH2:4]1.[CH:6]1([Br:7])[CH2:8][CH2:9]1.[Mg:10].[NH2:11][C:12](=[O:13])[NH:14][CH2:15][CH2:16][c:17]1[cH:18][cH:19][c:20](-[c:23]2[cH:24][c:25]([C:36](=[O:37])[N:38]([O:39][CH3:40])[CH3:41])[n:26][n:27]2-[c:28]2[cH:29][cH:30][c:31]([O:34][CH3:35])[cH:32][cH:33]2)[cH:21][cH:22]1>>[CH:2]1([C:36]([c:25]2[cH:24][c:23](-[c:20]3[cH:19][cH:18][c:17]([CH2:16][CH2:15][NH:14][C:12]([NH2:11])=[O:13])[cH:22][cH:21]3)[n:27](-[c:28]3[cH:29][cH:30][c:31]([O:34][CH3:35])[cH:32][cH:33]3)[n:26]2)=[O:37])[CH2:3][CH2:4]1.